describe an organic reaction: reactants, conditions, products, and yield From a dataset of the Open Reaction Database (ORD), a public repository of structured organic reaction records. Starting materials: BrC1=CC(NC=C1)=O (4-bromopyridin-2(1H)-one), C(C)(C)(C)OC(=O)N1CC(C1)I (3-iodo-azetidine-1-carboxylic acid tert-butyl ester), Intermediate 22. Product: BrC1=CC(N(C=C1)C1CN(C1)C(=O)OC(C)(C)C)=O (tert-Butyl 3-(4-bromo-2-oxopyridin-1(2H)-yl)azetidine-1-carboxylate). As a reaction SMILES: [Br:1][C:2]1[CH:7]=[CH:6][NH:5][C:4](=[O:8])[CH:3]=1.[C:9]([O:13][C:14]([N:16]1[CH2:19][CH:18](I)[CH2:17]1)=[O:15])([CH3:12])([CH3:11])[CH3:10]>>[Br:1][C:2]1[CH:7]=[CH:6][N:5]([CH:18]2[CH2:17][N:16]([C:14]([O:13][C:9]([CH3:12])([CH3:11])[CH3:10])=[O:15])[CH2:19]2)[C:4](=[O:8])[CH:3]=1. Reported procedure: The title compound was prepared from 4-bromopyridin-2(1H)-one and 3-iodo-azetidine-1-carboxylic acid tert-butyl ester following a procedure analogous to that described for Intermediate 22. The reactants are C(C1=CC=CC=C1)OCC(C(=O)O)NC(C(C)(C)NC(=O)OC(C)(C)C)=O (3-benzyloxy-2-(2-tert-butoxycarbonylamino-2-methyl-propionylamino)-propionic acid), TEA, C(C1=CC=CC=C1)[C@@]12CNCCC1=NN(C2=O)C (3a-(R)-benzyl-2-methyl-2,3a,4,5,6,7-hexahydro-pyrazolo[4,3-c]pyridin-3-one), C(=O)([O-])[C@H](O)[C@@H](O)C(=O)[O-] (L-tartrate), TEA, O (water). Solvent: C(C)(=O)OCC (ethyl acetate), CCCCCC (hexane), C(C)(=O)OCC (ethyl acetate). Conditions: temperature 0 celsius, time 1.5 hour. Yields the product C(C)(C)(C)OC(NC(C)(C)C(N[C@@H](C(=O)N1C[C@@]2(C(CC1)=NN(C2=O)C)CC2=CC=CC=C2)COCC2=CC=CC=C2)=O)=O ({1-[2-(3a-(R)-Benzyl-2-methyl-3-oxo-2,3,3a,4,6,7-hexahydro-pyrazolo[4,3-c]pyridin-5-yl)-1-(R)-benzyloxymethyl-2-oxo-ethylcarbamoyl]-1-methyl-ethyl}-carbamic Acid tert-Butyl Ester). Yield: 74.3%. RXN SMILES: [CH2:1]([C@:8]12[C:16](=[O:17])[N:15]([CH3:18])[N:14]=[C:13]1[CH2:12][CH2:11][NH:10][CH2:9]2)[C:2]1[CH:7]=[CH:6][CH:5]=[CH:4][CH:3]=1.C([C@@H]([C@H](C([O-])=O)O)O)([O-])=O.[CH2:29]([O:36][CH2:37][CH:38]([NH:42][C:43](=[O:55])[C:44]([NH:47][C:48]([O:50][C:51]([CH3:54])([CH3:53])[CH3:52])=[O:49])([CH3:46])[CH3:45])[C:39](O)=[O:40])[C:30]1[CH:35]=[CH:34][CH:33]=[CH:32][CH:31]=1.O>C(OCC)(=O)C.CCCCCC>[C:51]([O:50][C:48](=[O:49])[NH:47][C:44]([C:43](=[O:55])[NH:42][C@H:38]([CH2:37][O:36][CH2:29][C:30]1[CH:35]=[CH:34][CH:33]=[CH:32][CH:31]=1)[C:39]([N:10]1[CH2:11][CH2:12][C:13]2=[N:14][N:15]([CH3:18])[C:16](=[O:17])[C@:8]2([CH2:1][C:2]2[CH:7]=[CH:6][CH:5]=[CH:4][CH:3]=2)[CH2:9]1)=[O:40])([CH3:46])[CH3:45])([CH3:52])([CH3:53])[CH3:54]. Reported procedure: To a solution of 3a-(R)-benzyl-2-methyl-2,3a,4,5,6,7-hexahydro-pyrazolo[4,3-c]pyridin-3-one, L-tartrate (10.81 g, 0.0275 mol) in ethyl acetate (216.2 mL) at about −66° C. was added TEA (8.43 mL, 0.0605 mol). The mixture was stirred for about 1.5 hours. After removal of the precipitated salt by filtration, 3-benzyloxy-2-(2-tert-butoxycarbonylamino-2-methyl-propionylamino)-propionic acid (8.7 g, 0.0229 mol) and TEA (19.15 mL, 0.1374 mol) were added at about −35° C., followed by the dropwise additi... Reactants: O=C([O-])[O-], C=CCOc1cccnc1CCl, CN(C)C=O, CC(C)OC(=O)NC1Cc2[nH]c3ccc(C#N)cc3c2C1, [Cs+], [Cs+], O. The product is C=CCOc1cccnc1Cn1c2c(c3cc(C#N)ccc31)CC(NC(=O)OC(C)C)C2. RXN SMILES: [C:22](=[O:23])([O-:24])[O-:25].[CH2:28]([CH:29]=[CH2:30])[O:31][c:32]1[c:33]([CH2:38][Cl:39])[n:34][cH:35][cH:36][cH:37]1.[CH3:41][N:42]([CH3:43])[CH:44]=[O:45].[CH:1]([CH3:2])([CH3:3])[O:4][C:5]([NH:6][CH:7]1[CH2:8][c:9]2[c:10]([nH:11][c:12]3[cH:13][cH:14][c:15]([C:18]#[N:19])[cH:16][c:17]23)[CH2:20]1)=[O:21].[Cs+:26].[Cs+:27].[OH2:40]>>[CH:1]([CH3:2])([CH3:3])[O:4][C:5]([NH:6][CH:7]1[CH2:8][c:9]2[c:10]([n:11]([CH2:38][c:33]3[c:32]([O:31][CH2:28][CH:29]=[CH2:30])[cH:37][cH:36][cH:35][n:34]3)[c:12]3[cH:13][cH:14][c:15]([C:18]#[N:19])[cH:16][c:17]23)[CH2:20]1)=[O:21]. Reactants: CC(=O)[O-], CC(=O)OC(C)=O, CC(C)(C)C(O)C(Oc1ccc(Cl)cc1)n1ccnc1, [Na+], O. Product: CC(=O)OC(C(Oc1ccc(Cl)cc1)n1ccnc1)C(C)(C)C. As a reaction SMILES: [CH3:22][C:23]([O-:24])=[O:25].[CH3:27][C:28]([O:29][C:30](=[O:31])[CH3:32])=[O:33].[Cl:1][c:2]1[cH:3][cH:4][c:5]([O:6][CH:7]([CH:8]([C:9]([CH3:10])([CH3:11])[CH3:12])[OH:13])[n:14]2[cH:15][n:16][cH:17][cH:18]2)[cH:19][cH:20]1.[Na+:21].[OH2:26]>>[Cl:1][c:2]1[cH:3][cH:4][c:5]([O:6][CH:7]([CH:8]([C:9]([CH3:10])([CH3:11])[CH3:12])[O:13][C:23]([CH3:22])=[O:24])[n:14]2[cH:15][n:16][cH:17][cH:18]2)[cH:19][cH:20]1. Reactants: ClCCS(=O)(=O)Cl (2-chloroethanesulfonyl chloride), [H-].[Na+] (NaH), COC=1C=C(C=CC1)C1=CC=C(C=C1)C=1C(=NC=CC1)N (3-(3′-methoxybiphenyl-4-yl)pyridin-2-amine). Run in C1CCOC1 (THF), C1CCOC1 (THF). Reaction conditions: time 5 minute. The product is COC=1C=C(C=CC1)C1=CC=C(C=C1)C1=CC=CN2C1=NS(CC2)(=O)=O (9-(3′-methoxybiphenyl-4-yl)-3,4-dihydropyrido[2,1-c][1,2,4]thiadiazine 2,2-dioxide). As a reaction SMILES: [H-].[Na+].Cl[CH2:4][CH2:5][S:6](Cl)(=[O:8])=[O:7].[CH3:10][O:11][C:12]1[CH:13]=[C:14]([C:18]2[CH:23]=[CH:22][C:21]([C:24]3[C:25]([NH2:30])=[N:26][CH:27]=[CH:28][CH:29]=3)=[CH:20][CH:19]=2)[CH:15]=[CH:16][CH:17]=1>C1COCC1>[CH3:10][O:11][C:12]1[CH:13]=[C:14]([C:18]2[CH:23]=[CH:22][C:21]([C:24]3[C:25]4=[N:30][S:6](=[O:8])(=[O:7])[CH2:5][CH2:4][N:26]4[CH:27]=[CH:28][CH:29]=3)=[CH:20][CH:19]=2)[CH:15]=[CH:16][CH:17]=1 |f:0.1|. Procedure: To a suspension of NaH (60%, 35.5 mg) in THF (dry) (5 mL) was added 2-chloroethanesulfonyl chloride (0.056 mL) at 0° C. and the mixture was stirred for 5 min at the same temperature. A solution of 3-(3′-methoxybiphenyl-4-yl)pyridin-2-amine (49 mg) in THF (dry) (5 mL) was added at 0° C. and the mixture was stirred at room temperature overnight. The mixture was quenched with water. Water and EtOAc were added and the extracted organic layer was washed with brine, dried over anhydrous magnesium sulf...